This data is from the Open Reaction Database (ORD), a public repository of structured organic reaction records. The task is: describe an organic reaction: reactants, conditions, products, and yield Reactants: CCN(C(C)C)C(C)C (DIPEA), C[C@@H]1OC1 ((S)-(−)-methyloxirane), FC(C(=O)O)(F)F.FC(C(=O)O)(F)F.NC1=C2C(=NC=N1)N(N=C2C)C(C)C2=C(C(=C(C#N)C(=C2)C)C2CNC2)OC (4-[1-(4-amino-3-methyl-1H-pyrazolo[3,4-d]pyrimidin-1-yl)ethyl]-2-azetidin-3-yl-3-methoxy-6-methylbenzonitrile bis(trifluoroacetate)). The solvent is C(C)O (ethanol). Conditions: temperature 90 celsius. Product: NC1=C2C(=NC=N1)N(N=C2C)C(C)C2=C(C(=C(C#N)C(=C2)C)C2CN(C2)C[C@H](C)O)OC (4-[-1(4-amino-3-methyl-1H-pyrazolo[3,4-d]pyrimidin-1-yl)ethyl]-2-{1-[(2S)-2-hydroxypropyl]azetidin-3-yl}-3-methoxy-6-methylbenzonitrile). Isolated yield 41.3%. RXN SMILES: FC(F)(F)C(O)=O.FC(F)(F)C(O)=O.[NH2:15][C:16]1[N:21]=[CH:20][N:19]=[C:18]2[N:22]([CH:26]([C:28]3[CH:35]=[C:34]([CH3:36])[C:31]([C:32]#[N:33])=[C:30]([CH:37]4[CH2:40][NH:39][CH2:38]4)[C:29]=3[O:41][CH3:42])[CH3:27])[N:23]=[C:24]([CH3:25])[C:17]=12.CCN(C(C)C)C(C)C.[CH3:52][C@H:53]1[CH2:55][O:54]1>C(O)C>[NH2:15][C:16]1[N:21]=[CH:20][N:19]=[C:18]2[N:22]([CH:26]([C:28]3[CH:35]=[C:34]([CH3:36])[C:31]([C:32]#[N:33])=[C:30]([CH:37]4[CH2:40][N:39]([CH2:52][C@@H:53]([OH:54])[CH3:55])[CH2:38]4)[C:29]=3[O:41][CH3:42])[CH3:27])[N:23]=[C:24]([CH3:25])[C:17]=12 |f:0.1.2|. Procedure: The 4-[1-(4-amino-3-methyl-1H-pyrazolo[3,4-d]pyrimidin-1-yl)ethyl]-2-azetidin-3-yl-3-methoxy-6-methylbenzonitrile bis(trifluoroacetate) (0.074 g, 0.10 mmol) was dissolved in ethanol (3.0 mL) and DIPEA (0.071 mL, 0.41 mmol) and the (S)-(−)-methyloxirane (0.0071 g, 0.12 mmol) was added. The reaction was heated in a sealed tube to 90° C. and monitored by LC/MS. After heating for 6 hrs the reaction was purified without workup by prep HPLC on a C-18 column eluting water:acetonitrile gradient buffered... Reactants: OC(C[C@@]1(CCN(C(O1)=O)[C@@H](C)C1=CC=C(C=C1)C1=CN(C(C=C1)=O)C)C1=CC=CC=C1)(C)C ((S)-6-(2-hydroxy-2-methylpropyl)-3-((S)-1-(4-(1-methyl-6-oxo-1,6-dihydropyridin-3-yl)phenyl)ethyl)-6-phenyl-1,3-oxazinan-2-one), BrC1=CC=C(C=C1)[C@H](C)N1C(O[C@](CC1)(C1=CC=CC=C1)CC(C#N)(C)C)=O (3-((R)-3-((S)-1-(4-bromophenyl)ethyl)-2-oxo-6-phenyl-1,3-oxazinan-6-yl)-2,2-dimethylpropanenitrile). Product: CC(C#N)(C[C@]1(CCN(C(O1)=O)[C@@H](C)C1=CC=C(C=C1)C1=CN(C(C=C1)=O)C)C1=CC=CC=C1)C (2,2-Dimethyl-3-(3-{(S)-1-[4-(1-methyl-6-oxo-1,6-dihydro-pyridin-3-yl)-phenyl]-ethyl}-2-oxo-(S)-6-phenyl-[1,3]oxazinan-6-yl)-propionitrile), OC(C[C@@]1(CCN(C(O1)=O)[C@@H](C)C1=CC=C(C=C1)C1=CN(C(C=C1)=O)C)C1=CC=CC=C1)(C)C ((S)-6-(2-hydroxy-2-methyl-propyl)-3-{(S)-1-[4-(1-methyl-6-oxo-1,6-dihydro-pyridin-3-yl)-phenyl]-ethyl}-6-phenyl-[1,3]oxazinan-2-one). RXN SMILES: [OH:1][C:2]([CH3:34])([CH3:33])[CH2:3][C@@:4]1([C:27]2[CH:32]=[CH:31][CH:30]=[CH:29][CH:28]=2)[O:9][C:8](=[O:10])[N:7]([C@H:11]([C:13]2[CH:18]=[CH:17][C:16]([C:19]3[CH:24]=[CH:23][C:22](=[O:25])[N:21]([CH3:26])[CH:20]=3)=[CH:15][CH:14]=2)[CH3:12])[CH2:6][CH2:5]1.Br[C:36]1[CH:41]=[CH:40][C:39]([C@@H:42]([N:44]2[CH2:49][CH2:48][C@:47]([CH2:56][C:57]([CH3:61])([CH3:60])[C:58]#[N:59])([C:50]3[CH:55]=[CH:54][CH:53]=[CH:52][CH:51]=3)[O:46][C:45]2=[O:62])[CH3:43])=[CH:38][CH:37]=1>>[CH3:60][C:57]([CH3:61])([CH2:56][C@:47]1([C:50]2[CH:55]=[CH:54][CH:53]=[CH:52][CH:51]=2)[O:46][C:45](=[O:62])[N:44]([C@H:42]([C:39]2[CH:40]=[CH:41][C:36]([C:19]3[CH:24]=[CH:23][C:22](=[O:25])[N:21]([CH3:26])[CH:20]=3)=[CH:37][CH:38]=2)[CH3:43])[CH2:49][CH2:48]1)[C:58]#[N:59].[OH:1][C:2]([CH3:33])([CH3:34])[CH2:3][C@@:4]1([C:27]2[CH:28]=[CH:29][CH:30]=[CH:31][CH:32]=2)[O:9][C:8](=[O:10])[N:7]([C@H:11]([C:13]2[CH:18]=[CH:17][C:16]([C:19]3[CH:24]=[CH:23][C:22](=[O:25])[N:21]([CH3:26])[CH:20]=3)=[CH:15][CH:14]=2)[CH3:12])[CH2:6][CH2:5]1. Reported procedure: 2,2-Dimethyl-3-(3-{(S)-1-[4-(1-methyl-6-oxo-1,6-dihydro-pyridin-3-yl)-phenyl]-ethyl}-2-oxo-(S)-6-phenyl-[1,3]oxazinan-6-yl)-propionitrile was prepared from (S)-6-(2-hydroxy-2-methylpropyl)-3-((S)-1-(4-(1-methyl-6-oxo-1,6-dihydropyridin-3-yl)phenyl)ethyl)-6-phenyl-1,3-oxazinan-2-one following procedures analogous to those described Example 71 Method 2 to prepare 3-((R)-3-((S)-1-(4-bromophenyl)ethyl)-2-oxo-6-phenyl-1,3-oxazinan-6-yl)-2,2-dimethylpropanenitrile. (S)-6-(2-hydroxy-2-methyl-propyl)-3-... Starting materials: CC1=C(C=C(C(=C1)SC)C)O (2,5-dimethyl-4-(methylthio)phenol), CN(C(=O)Cl)C (dimethylcarbamoyl chloride). Run in N1=CC=CC=C1 (pyridine). Conditions: temperature 100 celsius. Product: CSC1=C(C=C(C(=C1)C)OC(N(C)C)=O)C (4-dimethylcarbamoyloxy-2,5-dimethylphenyl methyl sulphide). RXN SMILES: [CH3:1][C:2]1[CH:7]=[C:6]([S:8][CH3:9])[C:5]([CH3:10])=[CH:4][C:3]=1[OH:11].[CH3:12][N:13]([CH3:17])[C:14](Cl)=[O:15]>N1C=CC=CC=1>[CH3:9][S:8][C:6]1[CH:7]=[C:2]([CH3:1])[C:3]([O:11][C:14](=[O:15])[N:13]([CH3:17])[CH3:12])=[CH:4][C:5]=1[CH3:10]. Procedure: A mixture of 25.2 g 2,5-dimethyl-4-(methylthio)phenol and 20.3 ml dimethylcarbamoyl chloride in 70 ml dry pyridine was heated for 24 hours at 100° C. Addition to excess of ice-cold dilute hydrochloric acid gave an oil. The oil product was extracted into ether and washed three times with cold dilute sodium hydroxide and once with water, dried, and the ether removed by evaporation to give 4-dimethylcarbamoyloxy-2,5-dimethylphenyl methyl sulphide, boiling point 146° C. at 0.6 mm to 150° C. to 0.9 m... Procedure details: A solution of N-[5-(bromoacetyl)-2-(phenylmethoxy)phenyl]methanesulphonamide (0.96 g), N-[6-[3-(6-methoxy-2-naphthalenyl)-2-propynyloxy]hexyl]benzenemethanamine (1.38 g) and DEA (0.47 g) in dichloromethane (22 ml) was stirred at room temperature under nitrogen for 22 h, diluted with water (100 ml) and extracted with dichloromethane (2×100 ml). The combined organic extracts were dried and evaporated in vacuo to give an oil. The oil was dissolved in methanol (20 ml) and dichloromethane (20 ml) and... Run in O (water), CO (methanol), ClCCl (dichloromethane), ClCCl (dichloromethane), O (water). Run at time 1 hour. The product is OC(CN(CC1=CC=CC=C1)CCCCCCOC\C=C/C1=CC2=CC=C(C=C2C=C1)OC)C=1C=CC(=C(C1)NS(=O)(=O)C)OCC1=CC=CC=C1 ((Z)-N-[5-[1-Hydroxy-2-[[6-[3-(6-methoxy-2-naphthalenyl)-2-propenyloxy]hexyl](phenylmethyl)amino]ethyl]-2-(phenylmethoxy)phenyl]methanesulphonamide). Reactants: [BH4-].[Na+] (sodium borohydride), [BH4-].[Na+] (sodium borohydride), BrCC(=O)C=1C=CC(=C(C1)NS(=O)(=O)C)OCC1=CC=CC=C1 (N-[5-(bromoacetyl)-2-(phenylmethoxy)phenyl]methanesulphonamide), COC=1C=C2C=CC(=CC2=CC1)C#CCOCCCCCCNCC1=CC=CC=C1 (N-[6-[3-(6-methoxy-2-naphthalenyl)-2-propynyloxy]hexyl]benzenemethanamine). RXN SMILES: Br[CH2:2][C:3]([C:5]1[CH:6]=[CH:7][C:8]([O:16][CH2:17][C:18]2[CH:23]=[CH:22][CH:21]=[CH:20][CH:19]=2)=[C:9]([NH:11][S:12]([CH3:15])(=[O:14])=[O:13])[CH:10]=1)=[O:4].[CH3:24][O:25][C:26]1[CH:27]=[C:28]2[C:33](=[CH:34][CH:35]=1)[CH:32]=[C:31]([C:36]#[C:37][CH2:38][O:39][CH2:40][CH2:41][CH2:42][CH2:43][CH2:44][CH2:45][NH:46][CH2:47][C:48]1[CH:53]=[CH:52][CH:51]=[CH:50][CH:49]=1)[CH:30]=[CH:29]2.[BH4-].[Na+]>ClCCl.O.CO>[OH:4][CH:3]([C:5]1[CH:6]=[CH:7][C:8]([O:16][CH2:17][C:18]2[CH:23]=[CH:22][CH:21]=[CH:20][CH:19]=2)=[C:9]([NH:11][S:12]([CH3:15])(=[O:14])=[O:13])[CH:10]=1)[CH2:2][N:46]([CH2:45][CH2:44][CH2:43][CH2:42][CH2:41][CH2:40][O:39][CH2:38]/[CH:37]=[CH:36]\[C:31]1[CH:30]=[CH:29][C:28]2[C:33](=[CH:34][CH:35]=[C:26]([O:25][CH3:24])[CH:27]=2)[CH:32]=1)[CH2:47][C:48]1[CH:53]=[CH:52][CH:51]=[CH:50][CH:49]=1 |f:2.3|. Yield: 44.2%. Reactants: C(CCC)(=O)C=1C(OC2(CC1O)CSCCSC2)=O (3-Butyryl-4-hydroxy-1-oxa-8,11-dithiaspiro[5.6]dodec-3-en-2-one), Cl.C(C)ON (ethoxyamine hydrochloride), ( c ). Run in CO (methanol). The product is C(C)ON=C(CCC)C=1C(OC2(CC1O)CSCCSC2)=O (3-[1-(Ethoxyimino)butyl]-4-hydroxy-1-oxa-8,11-dithiaspiro[5.6]dodec-3-en-2-one). Isolated yield 32.8%. As a reaction SMILES: [C:1]([C:6]1[C:7](=[O:19])[O:8][C:9]2([CH2:18][S:17][CH2:16][CH2:15][S:14][CH2:13]2)[CH2:10][C:11]=1[OH:12])(=O)[CH2:2][CH2:3][CH3:4].Cl.[CH2:21]([O:23][NH2:24])[CH3:22]>CO>[CH2:21]([O:23][N:24]=[C:1]([C:6]1[C:7](=[O:19])[O:8][C:9]2([CH2:18][S:17][CH2:16][CH2:15][S:14][CH2:13]2)[CH2:10][C:11]=1[OH:12])[CH2:2][CH2:3][CH3:4])[CH3:22] |f:1.2|. Reported procedure: The acylated compound (8.52) (0.453 g, 1.50 mmol) was oximated with ethoxyamine hydrochloride (0.195 g, 2.00 mmol) in methanol (10 ml) as described in Part (c) of the general procedure above to afford a product which was recrystallized from ether to give the title compound (6.25) (0.170 g, 33%) as white microcrystals m.p. 108°-110° C. Mass spectrum m/z 346 (M+1). 1H n.m.r. δ(CDCl3) 4.11, q, J 7 Hz, OCH2CH3 ; 3.95-1.1, complex, 14H; 1.33, t, J 7 Hz, OCH2CH3 ; 1.00, t, J 7 Hz CH2CH2CH3. Reagents/catalysts: CN(C)c1ccncc1, 4Å Molecular Sieve, NCC1=CC=CC=C1.O=C(C(F)(F)F)O. Run at temperature 25 celsius, time 24 hour. Starting materials: CCCCCC#CC([H])=O, FC(C(O)=O)C(SCC)=O. Product: CCCCCC#C/C=C(F)/C(SCC)=O. Isolated yield 26.0%. Solvent: C1COCC1. The reactants are F[B-](F)(F)F, CC(=O)N1C(=O)C(=C(O)c2ccc3c(c2)OCO3)c2ccc(Cl)cc21, CCN(C(C)C)C(C)C, C[O+](C)C, ClCCl. Product: COC(=C1C(=O)N(C(C)=O)c2cc(Cl)ccc21)c1ccc2c(c1)OCO2. As a reaction SMILES: [B-:35]([F:36])([F:37])([F:38])[F:39].[C:1]([CH3:2])(=[O:3])[N:4]1[C:5](=[O:25])[C:6](=[C:14]([c:15]2[cH:16][c:17]3[c:18]([cH:19][cH:20]2)[O:21][CH2:22][O:23]3)[OH:24])[c:7]2[cH:8][cH:9][c:10]([Cl:13])[cH:11][c:12]21.[CH2:26]([N:27]([CH:28]([CH3:29])[CH3:30])[CH:31]([CH3:32])[CH3:33])[CH3:34].[CH3:40][O+:41]([CH3:42])[CH3:43].[Cl:44][CH2:45][Cl:46]>>[C:1]([CH3:2])(=[O:3])[N:4]1[C:5](=[O:25])[C:6](=[C:14]([c:15]2[cH:16][c:17]3[c:18]([cH:19][cH:20]2)[O:21][CH2:22][O:23]3)[O:24][CH3:26])[c:7]2[cH:8][cH:9][c:10]([Cl:13])[cH:11][c:12]21. The reactants are C(C)(C)NC(C)C (diisopropylamine), S(=S)(=O)([O-])[O-].[Na+].[Na+] (sodium thiosulfate), FC[C@H]1CC(N(C1)[C@H](C)C1=CC=CC=C1)=O (4-(S)-fluoromethyl-N-[1-(R)-phenylethyl]-2-pyrrolidone). Solvent: O1CCCC1 (tetrahydrofuran), O1CCCC1 (tetrahydrofuran), O1CCCC1 (tetrahydrofuran). Conditions: temperature 0 celsius, time 5 minute. The product is FC[C@@H]1[C@H](C(N(C1)[C@H](C)C1=CC=CC=C1)=O)O (4-(S)-Fluoromethyl-3-(R)-hydroxy-N-[1-(R)-phenylethyl]-2-pyrrolidone). Yield: 73.0%. RXN SMILES: C(NC(C)C)(C)C.[F:8][CH2:9][C@@H:10]1[CH2:14][N:13]([C@@H:15]([C:17]2[CH:22]=[CH:21][CH:20]=[CH:19][CH:18]=2)[CH3:16])[C:12](=[O:23])[CH2:11]1.S([O-])([O-])(=[O:26])=S.[Na+].[Na+]>O1CCCC1>[F:8][CH2:9][C@H:10]1[CH2:14][N:13]([C@@H:15]([C:17]2[CH:22]=[CH:21][CH:20]=[CH:19][CH:18]=2)[CH3:16])[C:12](=[O:23])[C@@H:11]1[OH:26] |f:2.3.4|. Procedure: In an atmosphere of nitrogen and at −78° C., 1.66 N n-butyllithium-hexane solution (7.08 ml) was added dropwise to a tetrahydrofuran (20 ml) solution of diisopropylamine (1.65 ml, 11.75 mmol), and the mixture was stirred at 0° C. for 5 minutes. The reaction solution was cooled to −78° C. and added dropwise to a tetrahydrofuran (20 ml) solution of 4-(S)-fluoromethyl-N-[1-(R)-phenylethyl]-2-pyrrolidone (2.00 g, 9.04 mmol) at −78° C. in an atmosphere of nitrogen. After 15 minutes of stirring at the... Starting materials: OC1=C(C=C(C=C1C(C)(C)C)SCCCCOC=1C=C2CCC(NC2=CC1)=O)C(C)(C)C (6-[4-(4-hydroxy-3,5di-tert. butyphenyl-mercapto)-butoxy]-3,4-dihydro-carbostyril), OO (hydrogen peroxide). Yields the product OC1=C(C=C(C=C1C(C)(C)C)S(=O)CCCCOC=1C=C2CCC(NC2=CC1)=O)C(C)(C)C (6-[4(4-Hydroxy-3,5-di-tert. butylphenyl-sulfinyl)-butoxy]-3,4-dihydro-carbostyril). RXN SMILES: [OH:1][C:2]1[C:7]([C:8]([CH3:11])([CH3:10])[CH3:9])=[CH:6][C:5]([S:12][CH2:13][CH2:14][CH2:15][CH2:16][O:17][C:18]2[CH:19]=[C:20]3[C:25](=[CH:26][CH:27]=2)[NH:24][C:23](=[O:28])[CH2:22][CH2:21]3)=[CH:4][C:3]=1[C:29]([CH3:32])([CH3:31])[CH3:30].[OH:33]O>>[OH:1][C:2]1[C:3]([C:29]([CH3:32])([CH3:31])[CH3:30])=[CH:4][C:5]([S:12]([CH2:13][CH2:14][CH2:15][CH2:16][O:17][C:18]2[CH:19]=[C:20]3[C:25](=[CH:26][CH:27]=2)[NH:24][C:23](=[O:28])[CH2:22][CH2:21]3)=[O:33])=[CH:6][C:7]=1[C:8]([CH3:9])([CH3:10])[CH3:11]. Procedure details: Prepared analogous to Example 123 from 6-[4-(4-hydroxy-3,5di-tert. butyphenyl-mercapto)-butoxy]-3,4-dihydro-carbostyril and hydrogen peroxide. Starting materials: ClC1=CC=C(C=C)C=C1 (4-chlorostyrene), C[Si](OC#CC1(CCCCC1)[Si](N[Si](C=C)(C)C)(C)C)(C)C (1-[(1-trimethylsiloxy-1-ethynyl)cyclohexyl]-1,1,3,3-tetramethyl-3-vinyldisilazane), carbonylchlorohydridebis(tricyclohexylphosphine)ruthenium(II). The solvent is C1(=CC=CC=C1)C (toluene). The product is C[Si](OC#CC1(CCCCC1)[Si](N[Si](\C=C\C1=CC=C(C=C1)Cl)(C)C)(C)C)(C)C (1-[(1-trimethylsiloxy-1-ethynyl)cyclohexyl]-1,1,3,3-tetramethyl-3-[(E)-4-chlorostyryl]disilazane), pure product. The yield is 86.0%. Reaction SMILES: [CH3:1][Si:2]([CH3:22])([CH3:21])[O:3][C:4]#[C:5][C:6]1([Si:12]([CH3:20])([CH3:19])[NH:13][Si:14]([CH3:18])([CH3:17])[CH:15]=[CH2:16])[CH2:11][CH2:10][CH2:9][CH2:8][CH2:7]1.[Cl:23][C:24]1[CH:31]=[CH:30][C:27](C=C)=[CH:26][CH:25]=1>C1(C)C=CC=CC=1>[CH3:22][Si:2]([CH3:21])([CH3:1])[O:3][C:4]#[C:5][C:6]1([Si:12]([CH3:20])([CH3:19])[NH:13][Si:14]([CH3:18])([CH3:17])/[CH:15]=[CH:16]/[C:27]2[CH:30]=[CH:31][C:24]([Cl:23])=[CH:25][CH:26]=2)[CH2:11][CH2:10][CH2:9][CH2:8][CH2:7]1. Reported procedure: As in reaction conditions of Example XIX Step 2, to 2.84 mL of toluene, the 0.016 g carbonylchlorohydridebis(tricyclohexylphosphine)ruthenium(II) was added, and the reaction was carried out between the 1-[(1-trimethyl siloxy-1-ethynyl)cyclohexyl]-1,1,3,3-tetramethyl-3-vinyldisilazane obtained in Step 1 and 0.92 g 4-chlorostyrene. Product was separated under the purification conditions of Example XII. The product, 1-[(1-trimethylsiloxy-1-ethynyl)cyclohexyl]-1,1,3,3-tetramethyl-3-[(E)-4-chlorostyr...